Dataset: the Open Reaction Database (ORD), a public repository of structured organic reaction records. Task: describe an organic reaction: reactants, conditions, products, and yield Starting materials: COC(=O)NCc1cccc(C(C)=O)c1, CON, CC(=O)[O-], CCO, CCOC(C)=O, Cl, [Na+], O. Product: CON=C(C)c1cccc(CNC(=O)OC)c1. RXN SMILES: [C:1]([CH3:2])(=[O:3])[c:4]1[cH:5][c:6]([CH2:7][NH:8][C:9]([O:10][CH3:11])=[O:12])[cH:13][cH:14][cH:15]1.[CH3:17][O:18][NH2:19].[CH3:21][C:22](=[O:23])[O-:24].[CH3:26][CH2:27][OH:28].[CH3:29][CH2:30][O:31][C:32](=[O:33])[CH3:34].[ClH:16].[Na+:20].[OH2:25]>>[C:1]([CH3:2])([c:4]1[cH:5][c:6]([CH2:7][NH:8][C:9]([O:10][CH3:11])=[O:12])[cH:13][cH:14][cH:15]1)=[N:19][O:18][CH3:17]. Reaction SMILES: [Br:1][c:2]1[cH:3][n:4][cH:5][cH:6][c:7]1[CH2:8][Cl:9].[C:31](=[O:32])([O-:33])[O-:34].[CH3:37][N:38]([CH3:39])[CH:40]=[O:41].[CH3:42][CH2:43][O:44][C:45](=[O:46])[CH3:47].[CH:10]([CH3:11])([CH3:12])[O:13][C:14]([NH:15][CH:16]1[CH2:17][c:18]2[c:19]([nH:20][c:21]3[cH:22][cH:23][c:24]([C:27]#[N:28])[cH:25][c:26]23)[CH2:29]1)=[O:30].[Cl:48][CH2:49][Cl:50].[Cs+:35].[Cs+:36].[OH2:51]>>[Br:1][c:2]1[cH:3][n:4][cH:5][cH:6][c:7]1[CH2:8][n:20]1[c:19]2[c:18]([c:26]3[c:21]1[cH:22][cH:23][c:24]([C:27]#[N:28])[cH:25]3)[CH2:17][CH:16]([NH:15][C:14]([O:13][CH:10]([CH3:11])[CH3:12])=[O:30])[CH2:29]2. Starting materials: ClCc1ccncc1Br, O=C([O-])[O-], CN(C)C=O, CCOC(C)=O, CC(C)OC(=O)NC1Cc2[nH]c3ccc(C#N)cc3c2C1, ClCCl, [Cs+], [Cs+], O. Product: CC(C)OC(=O)NC1Cc2c(n(Cc3ccncc3Br)c3ccc(C#N)cc23)C1. Starting materials: C1(=CC=CC=C1)CC(=O)N=C=S (2-phenylacetyl isothiocyanate), FC1=C(C=CC(=C1)N)NC1=C2C(=NC=C1)C=C(S2)C=2N=CN(C2)C (2-Fluoro-N1-(2-(1-methyl-1H-imidazol-4-yl)thieno[3,2-b]pyridin-7-yl)benzene-1,4-diamine). The solvent is C1(=CC=CC=C1)C.C(C)O (toluene ethanol), C1(=CC=CC=C1)C.C(C)O (toluene ethanol). Reaction conditions: time 4 hour. Yields the product FC=1C=C(C=CC1NC1=C2C(=NC=C1)C=C(S2)C=2N=CN(C2)C)NC(=S)NC(CC2=CC=CC=C2)=O (N-(3-Fluoro-4-(2-(1-methyl-1H-imidazol-4-yl)thieno[3,2-b]pyridin-7-ylamino)phenyl carbamothioyl)-2-phenylacetamide). Isolated yield 60.0%. Reaction SMILES: [F:1][C:2]1[CH:7]=[C:6]([NH2:8])[CH:5]=[CH:4][C:3]=1[NH:9][C:10]1[CH:15]=[CH:14][N:13]=[C:12]2[CH:16]=[C:17]([C:19]3[N:20]=[CH:21][N:22]([CH3:24])[CH:23]=3)[S:18][C:11]=12.[C:25]1([CH2:31][C:32]([N:34]=[C:35]=[S:36])=[O:33])[CH:30]=[CH:29][CH:28]=[CH:27][CH:26]=1>C1(C)C=CC=CC=1.C(O)C>[F:1][C:2]1[CH:7]=[C:6]([NH:8][C:35]([NH:34][C:32](=[O:33])[CH2:31][C:25]2[CH:26]=[CH:27][CH:28]=[CH:29][CH:30]=2)=[S:36])[CH:5]=[CH:4][C:3]=1[NH:9][C:10]1[CH:15]=[CH:14][N:13]=[C:12]2[CH:16]=[C:17]([C:19]3[N:20]=[CH:21][N:22]([CH3:24])[CH:23]=3)[S:18][C:11]=12 |f:2.3|. Procedure details: To a stirred solution of 418 (200 mg, 0.59 mmol) in a mixture of anhydrous toluene/ethanol (15mL/15mL) was slowly added a solution of 2-phenylacetyl isothiocyanate (522 mg, 2.95 mmol) in a mixture of anhydrous toluene/ethanol (5mL/5mL). The reaction mixture was stirred at room temperature for 4 hrs under nitrogen, concentrated, and adsorbed on silica gel. The crude material was purified by flash column chromatography (eluents 2% of NH4OH in methanol/CH2Cl2 from 5/95 to 10/90) followed by tritura... Reactants: NC1=C(C(=O)NCC=2SC(=CC2)OC2=CC=CC=C2)C=CC(=N1)Cl (2-Amino-6-chloro-N-(5-phenoxy-thiophen-2-ylmethyl)-nicotinamide), C1=CC=C(C=C1)CC(=O)NCN[C@@H](CC2=CC=C(C=C2)[N+](=O)[O-])C(=O)O (A-101), C(O)CN (ethanolamine). The solvent is [Cl-].[Na+].O (brine), CS(=O)C (dimethylsulfoxide), C(C)(C)N(CC)C(C)C (diisopropylethylamine). Conditions: temperature 135 celsius. The product is NC1=C(C(=O)NCC=2SC(=CC2)OC2=CC=CC=C2)C=CC(=N1)NCCO (2-Amino-6-(2-hydroxy-ethylamino)-N-(5-phenoxy-thiophen-2-ylmethyl)-nicotinamide). Yield: 76.0%. Reaction SMILES: [NH2:1][C:2]1[N:23]=[C:22](Cl)[CH:21]=[CH:20][C:3]=1[C:4]([NH:6][CH2:7][C:8]1[S:9][C:10]([O:13][C:14]2[CH:19]=[CH:18][CH:17]=[CH:16][CH:15]=2)=[CH:11][CH:12]=1)=[O:5].C1C=CC(CC(NC[NH:36][C@H:37]([C:48](O)=[O:49])CC2C=CC([N+]([O-])=O)=CC=2)=O)=CC=1.C(CN)O>CS(C)=O.C(N(C(C)C)CC)(C)C.[Cl-].[Na+].O>[NH2:1][C:2]1[N:23]=[C:22]([NH:36][CH2:37][CH2:48][OH:49])[CH:21]=[CH:20][C:3]=1[C:4]([NH:6][CH2:7][C:8]1[S:9][C:10]([O:13][C:14]2[CH:19]=[CH:18][CH:17]=[CH:16][CH:15]=2)=[CH:11][CH:12]=1)=[O:5] |f:5.6.7|. Reported procedure: 2-Amino-6-chloro-N-(5-phenoxy-thiophen-2-ylmethyl)-nicotinamide described in Example A-101 (170 mg, 0.47 mmol) was dissolved in a mixture solution of dimethylsulfoxide (2 mL) and diisopropylethylamine (1 mL), ethanolamine (0.428 mL, 7.1 mmol) was added thereto, followed by heating in a sealed tube for 15 hours 20 minutes (oil bath temperature: 135° C.). The reaction mixture was allowed to room temperature, poured into brine, and the solution was extracted with ethyl acetate. The organic layer wa... The reactants are CCOC(=O)C(C)O, CCCCC(CC)CN. Yields the product CCCCC(CC)CNC(=O)C(C)O. RXN SMILES: [C:1]([CH:2]([OH:3])[CH3:4])([O:6][CH2:5][CH3:7])=[O:8].[CH2:9]([CH3:10])[CH:11]([CH2:12][NH2:13])[CH2:14][CH2:15][CH2:16][CH3:17]>>[C:1]([CH:2]([OH:3])[CH3:4])(=[O:6])[NH:13][CH2:12][CH:11]([CH2:9][CH3:10])[CH2:14][CH2:15][CH2:16][CH3:17]. Starting materials: C=CCc1c(OCc2ccc3ccccc3n2)ccc2[nH]c3c(c12)CCCC3CC(=O)OCC, C1CCOC1, C[Si](C)(C)[N-][Si](C)(C)C, Cc1ccccc1, CN(C)P(=O)(N(C)C)N(C)C, [Cl-], Clc1ccc(CBr)cc1, [Li+], [NH4+]. Product: C=CCc1c(OCc2ccc3ccccc3n2)ccc2c1c1c(n2Cc2ccc(Cl)cc2)C(CC(=O)OCC)CCC1. RXN SMILES: [CH2:1]([CH:2]=[CH2:3])[c:4]1[c:5]2[c:6]3[c:11]([nH:12][c:13]2[cH:14][cH:15][c:16]1[O:17][CH2:18][c:19]1[n:20][c:21]2[cH:22][cH:23][cH:24][cH:25][c:26]2[cH:27][cH:28]1)[CH:10]([CH2:29][C:30](=[O:31])[O:32][CH2:33][CH3:34])[CH2:9][CH2:8][CH2:7]3.[CH2:63]1[O:64][CH2:65][CH2:66][CH2:67]1.[CH3:35][Si:36]([CH3:37])([CH3:38])[N-:39][Si:40]([CH3:41])([CH3:42])[CH3:43].[CH3:45][c:46]1[cH:47][cH:48][cH:49][cH:50][cH:51]1.[CH3:68][N:69]([P:70]([N:71]([CH3:72])[CH3:73])([N:74]([CH3:75])[CH3:76])=[O:77])[CH3:78].[Cl-:61].[Cl:52][c:53]1[cH:54][cH:55][c:56]([CH2:57][Br:58])[cH:59][cH:60]1.[Li+:44].[NH4+:62]>>[CH2:1]([CH:2]=[CH2:3])[c:4]1[c:5]2[c:6]3[c:11]([n:12]([CH2:57][c:56]4[cH:55][cH:54][c:53]([Cl:52])[cH:60][cH:59]4)[c:13]2[cH:14][cH:15][c:16]1[O:17][CH2:18][c:19]1[n:20][c:21]2[cH:22][cH:23][cH:24][cH:25][c:26]2[cH:27][cH:28]1)[CH:10]([CH2:29][C:30](=[O:31])[O:32][CH2:33][CH3:34])[CH2:9][CH2:8][CH2:7]3. Reactants: COCCc1ccc(O)cc1, ClCC1CO1, [Na], O, Oc1ccccc1. Product: COCCc1ccc(OCC2CO2)cc1. As a reaction SMILES: [CH3:1][O:2][CH2:3][CH2:4][c:5]1[cH:6][cH:7][c:8]([OH:11])[cH:9][cH:10]1.[Cl:12][CH2:13][CH:14]1[CH2:15][O:16]1.[Na:24].[OH2:25].[OH:17][c:18]1[cH:19][cH:20][cH:21][cH:22][cH:23]1>>[CH3:1][O:2][CH2:3][CH2:4][c:5]1[cH:6][cH:7][c:8]([O:11][CH2:13][CH:14]2[CH2:15][O:16]2)[cH:9][cH:10]1.